Dataset: the Open Reaction Database (ORD), a public repository of structured organic reaction records. Task: describe an organic reaction: reactants, conditions, products, and yield The reactants are COCCOc1ccc2c(c1)N(C)C(=C1S[CH2+](SC)N(Cc3ccccc3)C1=O)S2, CCNc1ccc(C(C)=O)cc1N, Cc1ccc(S(=O)(=O)[O-])cc1. The product is CCNc1ccc(C(C)=O)cc1N=C1SC(=C2Sc3ccc(OCCOC)cc3N2C)C(=O)N1Cc1ccccc1. As a reaction SMILES: [CH2:25]([c:26]1[cH:27][cH:28][cH:29][cH:30][cH:31]1)[N:32]1[CH2+:33]([S:53][CH3:54])[S:34][C:35](=[C:38]2[S:39][c:40]3[c:41]([cH:44][c:45]([O:48][CH2:49][CH2:50][O:51][CH3:52])[cH:46][cH:47]3)[N:42]2[CH3:43])[C:36]1=[O:37].[NH2:1][c:2]1[cH:3][c:4]([C:11]([CH3:12])=[O:13])[cH:5][cH:6][c:7]1[NH:8][CH2:9][CH3:10].[c:14]1([CH3:15])[cH:16][cH:17][c:18]([S:19]([O-:20])(=[O:21])=[O:22])[cH:23][cH:24]1>>[N:1]([c:2]1[cH:3][c:4]([C:11]([CH3:12])=[O:13])[cH:5][cH:6][c:7]1[NH:8][CH2:9][CH3:10])=[C:33]1[N:32]([CH2:25][c:26]2[cH:27][cH:28][cH:29][cH:30][cH:31]2)[C:36](=[O:37])[C:35](=[C:38]2[S:39][c:40]3[c:41]([cH:44][c:45]([O:48][CH2:49][CH2:50][O:51][CH3:52])[cH:46][cH:47]3)[N:42]2[CH3:43])[S:34]1. Reactants: ClC1=C2C(=NC=C1)C=C(O2)C=2C=C(N)C=CC2 (3-(7-chlorofuro[3,2-b]pyridin-2-yl)aniline), O(C1=CC=CC=C1)C1=CC=C(C=C1)O (4-phenoxyphenol), C([O-])([O-])=O.[Cs+].[Cs+] (cesium carbonate), O (Water). The solvent is [Cl-].[Na+].O (brine), CN(C)C=O (DMF). Run at time 2 hour. The product is O(C1=CC=CC=C1)C1=CC=C(OC2=C3C(=NC=C2)C=C(O3)C=3C=C(N)C=CC3)C=C1 (3-[7-(4-Phenoxyphenoxy)furo[3,2-b]pyridin-2-yl]aniline). Isolated yield 78.7%. As a reaction SMILES: Cl[C:2]1[CH:7]=[CH:6][N:5]=[C:4]2[CH:8]=[C:9]([C:11]3[CH:12]=[C:13]([CH:15]=[CH:16][CH:17]=3)[NH2:14])[O:10][C:3]=12.[O:18]([C:25]1[CH:30]=[CH:29][C:28]([OH:31])=[CH:27][CH:26]=1)[C:19]1[CH:24]=[CH:23][CH:22]=[CH:21][CH:20]=1.C(=O)([O-])[O-].[Cs+].[Cs+].O>CN(C=O)C.[Cl-].[Na+].O>[O:18]([C:25]1[CH:26]=[CH:27][C:28]([O:31][C:2]2[CH:7]=[CH:6][N:5]=[C:4]3[CH:8]=[C:9]([C:11]4[CH:12]=[C:13]([CH:15]=[CH:16][CH:17]=4)[NH2:14])[O:10][C:3]=23)=[CH:29][CH:30]=1)[C:19]1[CH:20]=[CH:21][CH:22]=[CH:23][CH:24]=1 |f:2.3.4,7.8.9|. Reported procedure: To a 10-mL microwave vial was added 3-(7-chlorofuro[3,2-b]pyridin-2-yl)aniline (88.20 mg; 0.36 mmol), 4-phenoxyphenol (100.68 mg; 0.54 mmol), and cesium carbonate (352.35 mg, 1.08 mmol). The reagents were suspended in DMF (5.00 ml) and run in the microwave reactor at 160° C. for 2 hours. The reaction mixture was cooled to room temperature. Water and brine were added to the reaction mixture which was then extracted with EtOAc. The combined organic layers were dried over Na2SO4, filtered and conce... Reactants: C(CCC)OC=1C(OC2=C(C1O)C=C(C=C2)O)=O (3-butoxy-4,6-dihydroxy-2H-1-benzopyran-2-one), C(C)(=O)OCCCBr (3-bromopropyl acetate). The product is C(CCC)OC=1C(OC2=C(C1O)C=C(C=C2)OCCCOC(C)=O)=O (3-butoxy-4-hydroxy-6-(3-acetoxypropoxy)-2H-1-benzopyran-2-one). RXN SMILES: [CH2:1]([O:5][C:6]1[C:7](=[O:18])[O:8][C:9]2[CH:16]=[CH:15][C:14]([OH:17])=[CH:13][C:10]=2[C:11]=1[OH:12])[CH2:2][CH2:3][CH3:4].[C:19]([O:22][CH2:23][CH2:24][CH2:25]Br)(=[O:21])[CH3:20]>>[CH2:1]([O:5][C:6]1[C:7](=[O:18])[O:8][C:9]2[CH:16]=[CH:15][C:14]([O:17][CH2:25][CH2:24][CH2:23][O:22][C:19](=[O:21])[CH3:20])=[CH:13][C:10]=2[C:11]=1[OH:12])[CH2:2][CH2:3][CH3:4]. Procedure details: In the same manner as in Reference Example 1, except that an equimolar amount of 3-butoxy-4,6-dihydroxy-2H-1-benzopyran-2-one was used in place of 3-ethoxy-4,5-dihydroxy-2H-1-benzopyran-2-one, and 3-bromopropyl acetate was used in place of 2-bromoethyl acetate in Reference Example 1, 3-butoxy-4-hydroxy-6-(3-acetoxypropoxy)-2H-1-benzopyran-2-one was obtained.